Dataset: the Open Reaction Database (ORD), a public repository of structured organic reaction records. Task: describe an organic reaction: reactants, conditions, products, and yield The reactants are O=C1CCC(=O)N1Br, ClCCl, Cc1nnnn1-c1ccc(C(CC2CCCC2)C(=O)O)cc1F, Nc1ccc(Br)cn1, c1ccc(P(c2ccccc2)c2ccccc2)cc1. Product: Cc1nnnn1-c1ccc(C(CC2CCCC2)C(=O)Nc2ccc(Br)cn2)cc1F. As a reaction SMILES: [Br:20][N:21]1[C:22](=[O:23])[CH2:24][CH2:25][C:26]1=[O:27].[CH2:59]([Cl:60])[Cl:61].[CH:28]1([CH2:33][CH:34]([C:35](=[O:36])[OH:37])[c:38]2[cH:39][c:40]([F:50])[c:41](-[n:44]3[n:45][n:46][n:47][c:48]3[CH3:49])[cH:42][cH:43]2)[CH2:29][CH2:30][CH2:31][CH2:32]1.[NH2:51][c:52]1[n:53][cH:54][c:55]([Br:58])[cH:56][cH:57]1.[c:1]1([P:2]([c:3]2[cH:4][cH:5][cH:6][cH:7][cH:8]2)[c:9]2[cH:10][cH:11][cH:12][cH:13][cH:14]2)[cH:15][cH:16][cH:17][cH:18][cH:19]1>>[CH:28]1([CH2:33][CH:34]([C:35](=[O:36])[NH:51][c:52]2[n:53][cH:54][c:55]([Br:58])[cH:56][cH:57]2)[c:38]2[cH:39][c:40]([F:50])[c:41](-[n:44]3[n:45][n:46][n:47][c:48]3[CH3:49])[cH:42][cH:43]2)[CH2:29][CH2:30][CH2:31][CH2:32]1. Starting materials: ClC(=O)OC(Cl)(Cl)Cl (trichloromethyl chloroformate), ClC1=C(C=C(N)C=C1)C=CC(=O)OC(C)Cl (4-chloro-3-(α-chloroethoxycarbonylethenyl)-aniline). Run in C1(=CC=CC=C1)C (toluene). The product is ClC1=C(C=C(C=C1)N=C=O)C=CC(=O)OC(C)Cl (4-Chloro-3-(α-chloroethoxycarbonylethenyl)-phenyl isocyanate). Reaction SMILES: Cl[C:2](OC(Cl)(Cl)Cl)=[O:3].[Cl:9][C:10]1[CH:16]=[CH:15][C:13]([NH2:14])=[CH:12][C:11]=1[CH:17]=[CH:18][C:19]([O:21][CH:22]([Cl:24])[CH3:23])=[O:20]>C1(C)C=CC=CC=1>[Cl:9][C:10]1[CH:16]=[CH:15][C:13]([N:14]=[C:2]=[O:3])=[CH:12][C:11]=1[CH:17]=[CH:18][C:19]([O:21][CH:22]([Cl:24])[CH3:23])=[O:20]. Procedure: 108.8 g of trichloromethyl chloroformate were added to a suspension of 130 g of 4-chloro-3-(α-chloroethoxycarbonylethenyl)-aniline in 1200 ml of toluene. The stirred mixture was refluxed for 16 hours. After the resulting precipitate had been separated off, the solvent was removed under reduced pressure, the residue was stirred with petroleum ether and the precipitate was removed and dried. Starting materials: C[Si](C)(C)CCOCn1cnc(Cl)c1C(=O)NCc1ccc(Cl)c(Oc2cc(Cl)cc(C=CC#N)c2)c1F, ClCCl, O=C(O)C(F)(F)F. Yields the product N#CC=Cc1cc(Cl)cc(Oc2c(Cl)ccc(CNC(=O)c3[nH]cnc3Cl)c2F)c1. Reaction SMILES: [Cl:1][c:2]1[n:3][cH:4][n:5]([CH2:31][O:32][CH2:33][CH2:34][Si:35]([CH3:36])([CH3:37])[CH3:38])[c:6]1[C:7](=[O:8])[NH:9][CH2:10][c:11]1[c:12]([F:30])[c:13]([O:18][c:19]2[cH:20][c:21]([Cl:29])[cH:22][c:23]([CH:25]=[CH:26][C:27]#[N:28])[cH:24]2)[c:14]([Cl:17])[cH:15][cH:16]1.[Cl:46][CH2:47][Cl:48].[F:39][C:40]([F:41])([F:42])[C:43]([OH:44])=[O:45]>>[Cl:1][c:2]1[n:3][cH:4][nH:5][c:6]1[C:7](=[O:8])[NH:9][CH2:10][c:11]1[c:12]([F:30])[c:13]([O:18][c:19]2[cH:20][c:21]([Cl:29])[cH:22][c:23]([CH:25]=[CH:26][C:27]#[N:28])[cH:24]2)[c:14]([Cl:17])[cH:15][cH:16]1. Starting materials: C(C)OC=C1C(NC2=CC=C3N=CSC3=C12)=O (8-ethoxymethylene-6,8-dihydro-1-thia-3,6-diaza-as-indacen-7-one), NC1=CC=C(C=C1)S(=O)(=O)NC=1SC=CN1 (4-amino-N-(thiazol-2-yl)-benzenesulfonamide). Yields the product O=C1NC2=CC=C3N=CSC3=C2C1=CNC1=CC=C(C=C1)S(=O)(=O)NC=1SC=CN1 (4-[(7-Oxo-6,7-dihydro-1-thia-3,6-diaza-as-indacen-8-ylidenmethyl)-amino]-N-thiazol-2-yl-benzenesulfonamide). Yield: 33.0%. Reaction SMILES: C(O[CH:4]=[C:5]1[C:16]2[C:8](=[CH:9][CH:10]=[C:11]3[C:15]=2[S:14][CH:13]=[N:12]3)[NH:7][C:6]1=[O:17])C.[NH2:18][C:19]1[CH:24]=[CH:23][C:22]([S:25]([NH:28][C:29]2[S:30][CH:31]=[CH:32][N:33]=2)(=[O:27])=[O:26])=[CH:21][CH:20]=1>>[O:17]=[C:6]1[C:5](=[CH:4][NH:18][C:19]2[CH:24]=[CH:23][C:22]([S:25]([NH:28][C:29]3[S:30][CH:31]=[CH:32][N:33]=3)(=[O:27])=[O:26])=[CH:21][CH:20]=2)[C:16]2[C:8](=[CH:9][CH:10]=[C:11]3[C:15]=2[S:14][CH:13]=[N:12]3)[NH:7]1. Procedure details: The title compound was prepared in 33% yield from 8-ethoxymethylene-6,8-dihydro-1-thia-3,6-diaza-as-indacen-7-one and 4-amino-N-(thiazol-2-yl)-benzenesulfonamide according to Procedure J: 1H NMR (DMSO-d6): δ12.7 (s, 1H), 11.2 (d, 1H), 10.9 (s, 1H), 9.3 (s, 1H), 8.1 (d, 1H), 7.8 (t, 3H), 7.6 (d, 2H), 7.3 (d, 1H), 7.2 (d, 1H), 6.8 (d, 1H); APCI−MS m/z 456 (M+H)+ and 454 (M−H)−. The reactants are CC1=CC=C(C=C1)S(=O)(=O)OCC1OC2=C(C1)C=C(C=C2OS(=O)(=O)C(F)(F)F)Cl ((±)-(5-chloro-7-{[(trifluoromethyl)sulfonyl]oxy}-2,3-dihydro-1-benzofuran-2-yl)methyl 4-methylbenzenesulfonate), Intermediate 35, ClC=1C=C(C=CC1)B(O)O (3-chlorophenylboronic acid), C([O-])([O-])=O.[K+].[K+] (potassium carbonate). The reagents and catalysts are C1=CC=C(C=C1)[PH+](C2=CC=CC=C2)[C]3[CH][CH][CH][CH]3.C1=CC=C(C=C1)[PH+](C2=CC=CC=C2)[C]3[CH][CH][CH][CH]3.C(Cl)Cl.Cl[Pd]Cl.[Fe] (dichloro[1,1′-bis(diphenylphosphino)ferrocene]palladium(II) dichloromethane adduct). The product is CC1=CC=C(C=C1)S(=O)(=O)OCC1OC2=C(C1)C=C(C=C2C2=CC(=CC=C2)Cl)Cl ((±)-[5-chloro-7-(3-chlorophenyl)-2,3-dihydro-1-benzofuran-2-yl]methyl 4-methylbenzenesulfonate). Yield: 79.0%. As a reaction SMILES: [CH3:1][C:2]1[CH:7]=[CH:6][C:5]([S:8]([O:11][CH2:12][CH:13]2[CH2:17][C:16]3[CH:18]=[C:19]([Cl:30])[CH:20]=[C:21](OS(C(F)(F)F)(=O)=O)[C:15]=3[O:14]2)(=[O:10])=[O:9])=[CH:4][CH:3]=1.[Cl:31][C:32]1[CH:33]=[C:34](B(O)O)[CH:35]=[CH:36][CH:37]=1.C(=O)([O-])[O-].[K+].[K+]>C1C=CC([PH+]([C]2[CH][CH][CH][CH]2)C2C=CC=CC=2)=CC=1.C1C=CC([PH+]([C]2[CH][CH][CH][CH]2)C2C=CC=CC=2)=CC=1.C(Cl)Cl.Cl[Pd]Cl.[Fe]>[CH3:1][C:2]1[CH:3]=[CH:4][C:5]([S:8]([O:11][CH2:12][CH:13]2[CH2:17][C:16]3[CH:18]=[C:19]([Cl:30])[CH:20]=[C:21]([C:36]4[CH:35]=[CH:34][CH:33]=[C:32]([Cl:31])[CH:37]=4)[C:15]=3[O:14]2)(=[O:9])=[O:10])=[CH:6][CH:7]=1 |f:2.3.4,5.6.7.8.9,^1:51,52,53,54,55,69,70,71,72,73|. Reported procedure: Treatment of (±)-(5-chloro-7-{[(trifluoromethyl)sulfonyl]oxy}-2,3-dihydro-1-benzofuran-2-yl)methyl 4-methylbenzenesulfonate (1.50 g, 3.10 mmol) with 3-chlorophenylboronic acid (0.72 g, 4.60 mmol), dichloro[1,1′-bis(diphenylphosphino)ferrocene]palladium(II) dichloromethane adduct (0.252 g, 0.30 mmol), and potassium carbonate (0.829 g, 6.0 mmol) generally according to the procedure described for Intermediate 35 gave 1.1 g (80%) of (±)-[5-chloro-7-(3-chlorophenyl)-2,3-dihydro-1-benzofuran-2-yl]meth...